From a dataset of the Open Reaction Database (ORD), a public repository of structured organic reaction records. describe an organic reaction: reactants, conditions, products, and yield The reactants are BrC1=CC=C(C=C1)O (4-bromophenol), ClCC(=O)NC1=CC(=C(C=C1)Cl)C(F)(F)F (2-Chloro-N-(4-chloro-3-trifluoromethyl-phenyl)-acetamide), [I-].[K+] (potassium iodide), C([O-])([O-])=O.[K+].[K+] (potassium carbonate). Solvent: C(C)#N (acetonitrile). Reaction conditions: time 2 hour. The product is BrC1=CC=C(OCC(=O)NC2=CC(=C(C=C2)Cl)C(F)(F)F)C=C1 (2-(4-bromo-phenoxy)-N-(4-chloro-3-trifluoromethyl-phenyl)acetamide). The yield is 94.9%. RXN SMILES: [Br:1][C:2]1[CH:7]=[CH:6][C:5]([OH:8])=[CH:4][CH:3]=1.Cl[CH2:10][C:11]([NH:13][C:14]1[CH:19]=[CH:18][C:17]([Cl:20])=[C:16]([C:21]([F:24])([F:23])[F:22])[CH:15]=1)=[O:12].[I-].[K+].C(=O)([O-])[O-].[K+].[K+]>C(#N)C>[Br:1][C:2]1[CH:7]=[CH:6][C:5]([O:8][CH2:10][C:11]([NH:13][C:14]2[CH:19]=[CH:18][C:17]([Cl:20])=[C:16]([C:21]([F:24])([F:22])[F:23])[CH:15]=2)=[O:12])=[CH:4][CH:3]=1 |f:2.3,4.5.6|. Reported procedure: To a round bottom flask was added 4-bromophenol (1.7 g, 9.8 mmol, 1.0 eq.), acetamide 21 (2.79 g, 10.3 mmol, 1.05 eq.), potassium iodide (1.7 g, 10.3 mmol, 1.05 eq.), potassium carbonate (2.7 g, 19.6 mmol, 2.0 eq.), and acetonitrile (35.0 mL). The reaction mixture was then reluxed with vigorous stirring for 2 h. The hot reaction was then filtered to remove the insoluble potassium carbonate. The filtrate was concentrated to give 3.8 g of crude bromo-phenoxy-acetamide 22 as a light brown solid. Th... Reactants: BrC(C(=O)C=1C=CC2=C(NC(C(O2)C)=O)C1)C (6-(2-bromopropionyl)-2-methyl-3-oxo-3,4-dihydro-2H-1,4-benzoxazine), NC1=NC=CC(=N1)C (2-amino-4-methyl-pyrimidine). Yields the product CC1=C(N=C2N1C=CC(=N2)C)C=2C=CC1=C(NC(C(O1)C)=O)C2 (6-(3,7-Dimethylimidazo[1,2-a]pyrimidin-2-yl)-2-methyl-3-oxo-3,4-dihydro-2H-1,4-benzoxazine). The yield is 41.9%. Reaction SMILES: Br[CH:2]([CH3:17])[C:3]([C:5]1[CH:6]=[CH:7][C:8]2[O:13][CH:12]([CH3:14])[C:11](=[O:15])[NH:10][C:9]=2[CH:16]=1)=O.[NH2:18][C:19]1[N:24]=[C:23]([CH3:25])[CH:22]=[CH:21][N:20]=1>>[CH3:17][C:2]1[N:20]2[CH:21]=[CH:22][C:23]([CH3:25])=[N:24][C:19]2=[N:18][C:3]=1[C:5]1[CH:6]=[CH:7][C:8]2[O:13][CH:12]([CH3:14])[C:11](=[O:15])[NH:10][C:9]=2[CH:16]=1. Procedure details: 6-(3,7-Dimethylimidazo[1,2-a]pyrimidin-2-yl)-2-methyl-3-oxo-3,4-dihydro-2H-1,4-benzoxazine (1.3 g) was prepared in substantially the same manner as that of Example 16 from 6-(2-bromopropionyl)-2-methyl-3-oxo-3,4-dihydro-2H-1,4-benzoxazine (3.0 g) and 2-amino-4-methyl-pyrimidine (3.3 g). mp. 298° C. (dec.).